This data is from the Open Reaction Database (ORD), a public repository of structured organic reaction records. The task is: describe an organic reaction: reactants, conditions, products, and yield Starting materials: BrC1=CC2=C(OCCCC2=O)C=C1 (7-bromo-3,4-dihydro-2H-benzo[b]oxepin-5-one), O=P(Cl)(Cl)Cl (POCl3), CN(C)C=O (DMF). The product is BrC1=CC2=C(OCCC(=C2Cl)C=O)C=C1 (7-bromo-5-chloro-2,3-dihydro-benzo[b]oxepine-4-carbaldehyde). As a reaction SMILES: [Br:1][C:2]1[CH:13]=[CH:12][C:5]2[O:6][CH2:7][CH2:8][CH2:9][C:10](=O)[C:4]=2[CH:3]=1.O=P(Cl)(Cl)[Cl:16].CN([CH:22]=[O:23])C>>[Br:1][C:2]1[CH:13]=[CH:12][C:5]2[O:6][CH2:7][CH2:8][C:9]([CH:22]=[O:23])=[C:10]([Cl:16])[C:4]=2[CH:3]=1. Procedure: To a stirred solution of 7-bromo-3,4-dihydro-2H-benzo[b]oxepin-5-one (9.84 g; 41 mmol) in DMF (50 ml) at 0° C. was added POCl3 (10 ml; 107 mmol) dropwise over 10 min. The reaction mixture was stirred whilst allowing to warm to room temperature overnight (16 h) upon which time it was quenched by pouring into well-stirred ice/water (500 ml). The resulting solid was extracted into EtOAc (2×400 ml), the combined organics were dried (MgSO4) and concentrated to give a yellow solid (7-bromo-5-chloro-2,... Reactants: FC=1C(=NC=CC1)N1N=C(C(=C1)C=O)C (1-(3-fluoro-2-pyridyl)-3-methyl-pyrazole-4-carbaldehyde), N1CCOCC1 (morpholine), N1CCOCC1 (morpholine). Run in ClCCl (dichloromethane). Run at temperature 160 celsius. Product: CC1=NN(C=C1C=O)C1=NC=CC=C1N1CCOCC1 (3-Methyl-1-(3-morpholino-2-pyridyl)pyrazole-4-carbaldehyde). The yield is 72.0%. RXN SMILES: F[C:2]1[C:3]([N:8]2[CH:12]=[C:11]([CH:13]=[O:14])[C:10]([CH3:15])=[N:9]2)=[N:4][CH:5]=[CH:6][CH:7]=1.[NH:16]1[CH2:21][CH2:20][O:19][CH2:18][CH2:17]1>ClCCl>[CH3:15][C:10]1[C:11]([CH:13]=[O:14])=[CH:12][N:8]([C:3]2[C:2]([N:16]3[CH2:21][CH2:20][O:19][CH2:18][CH2:17]3)=[CH:7][CH:6]=[CH:5][N:4]=2)[N:9]=1. Reported procedure: A mixture of 1-(3-fluoro-2-pyridyl)-3-methyl-pyrazole-4-carbaldehyde (230 mg, 1.12 mmol) and morpholine (2 mL, 22.93 mmol) is heated under microwave irradiation (temperature 160° C., ramp time: 2 min, hold time: 10 min, potency: 250 W). The excess of morpholine is eliminated in vacuo and the residue is diluted in dichloromethane and washed in saturated aqueous solution of sodium bicarbonate. The organic layer is separated, dried over magnesium sulfate and the solvent evaporated in vacuo. The res... The reactants are CCO, O=C1CCC(C=Cc2cc(F)c(F)c(F)c2)CC1, [H][H]. Yields the product O=C1CCC(CCc2cc(F)c(F)c(F)c2)CC1. Reaction SMILES: [CH3:21][CH2:22][OH:23].[F:1][c:2]1[cH:3][c:4]([CH:10]=[CH:11][CH:12]2[CH2:13][CH2:14][C:15](=[O:18])[CH2:16][CH2:17]2)[cH:5][c:6]([F:9])[c:7]1[F:8].[H:19][H:20]>>[F:1][c:2]1[cH:3][c:4]([CH2:10][CH2:11][CH:12]2[CH2:13][CH2:14][C:15](=[O:18])[CH2:16][CH2:17]2)[cH:5][c:6]([F:9])[c:7]1[F:8]. The product is ClC=1C=C(C=CC1)CCOC=1C=C(C(=O)NC2(CC3=CC=CC=C3C2)C(=O)O)C=CC1C (2-{3-[2-(3-Chloro-phenyl)-ethoxy]-4-methyl-benzoylamino}-indane-2-carboxylic acid). The reactants are NC1(CC2=CC=CC=C2C1)C(=O)O (2-amino-indane-2-carboxylic acid), CC(C)OC(=O)/N=N/C(=O)OC(C)C (DIAD), OC=1C=C(C(=O)O)C=CC1C (3-hydroxy-4-methylbenzoic acid), C1(=CC=CC=C1)P(C1=CC=CC=C1)C1=CC=CC=C1 (triphenylphosphine), ClC=1C=C(C=CC1)CCO (2-(3-chlorophenyl)-ethanol). Procedure: The synthesis was carried out on 0.15 g of PL Wang resin (1.7 mmol/g). The attachment of 2-amino-indane-2-carboxylic acid and the acylation with 3-hydroxy-4-methylbenzoic acid were performed as in described in example 173. After the acylation step, the resin was washed with THF and a solution of triphenylphosphine (10 equivalents) and 2-(3-chlorophenyl)-ethanol (10 equivalents) in THF was added to the resin. The slurry was cooled to 0° C., DIAD (10 equivalents) was added to the cooled mixture, a... Conditions: temperature 0 celsius, time 8 hour. As a reaction SMILES: [NH2:1][C:2]1([C:11]([OH:13])=[O:12])[CH2:10][C:9]2[C:4](=[CH:5][CH:6]=[CH:7][CH:8]=2)[CH2:3]1.[OH:14][C:15]1[CH:16]=[C:17]([CH:21]=[CH:22][C:23]=1[CH3:24])[C:18]([OH:20])=O.C1(P(C2C=CC=CC=2)C2C=CC=CC=2)C=CC=CC=1.[Cl:44][C:45]1[CH:46]=[C:47]([CH2:51][CH2:52]O)[CH:48]=[CH:49][CH:50]=1.CC(OC(/N=N/C(OC(C)C)=O)=O)C>C1COCC1>[Cl:44][C:45]1[CH:46]=[C:47]([CH2:51][CH2:52][O:14][C:15]2[CH:16]=[C:17]([CH:21]=[CH:22][C:23]=2[CH3:24])[C:18]([NH:1][C:2]2([C:11]([OH:13])=[O:12])[CH2:3][C:4]3[C:9](=[CH:8][CH:7]=[CH:6][CH:5]=3)[CH2:10]2)=[O:20])[CH:48]=[CH:49][CH:50]=1. Run in C1CCOC1 (THF). Starting materials: ClC=1C(=CC(=C(C1)S(=O)(=O)Cl)F)F (5-chloro-2,4-difluorobenzenesulfonyl chloride), FC=1C=NC(=NC1)N (5-fluoro-pyrimidin-2-ylamine). The solvent is ClCCl (dichloromethane), ClCCl (dichloromethane), N1=CC=CC=C1 (pyridine). Reaction conditions: time 16 hour. Yields the product ClC=1C(=CC(=C(C1)S(=O)(=O)NC1=NC=C(C=N1)F)F)F (5-Chloro-2,4-difluoro-N-(5-fluoropyrimidin-2-yl)benzenesulfonamide). Yield: 12.3%. Reaction SMILES: [Cl:1][C:2]1[C:3]([F:13])=[CH:4][C:5]([F:12])=[C:6]([S:8](Cl)(=[O:10])=[O:9])[CH:7]=1.[F:14][C:15]1[CH:16]=[N:17][C:18]([NH2:21])=[N:19][CH:20]=1>ClCCl.N1C=CC=CC=1>[Cl:1][C:2]1[C:3]([F:13])=[CH:4][C:5]([F:12])=[C:6]([S:8]([NH:21][C:18]2[N:19]=[CH:20][C:15]([F:14])=[CH:16][N:17]=2)(=[O:10])=[O:9])[CH:7]=1. Procedure: A suspension of 5-chloro-2,4-difluorobenzenesulfonyl chloride (1.99 g, 8.05 mmol) in dichloromethane (15 mL) was added portion-wise to a solution of 5-fluoro-pyrimidin-2-ylamine (1.00 g, 8.84 mmol) in pyridine (15 mL) at 0° C. The reaction mixture was then allowed to warm to ambient temperature gradually and stirred for 16 hours. The reaction mixture was diluted with dichloromethane and partitioned with 1 N aqueous hydrogen chloride solution. The layers were separated and the aqueous layer extra...